Dataset: the Open Reaction Database (ORD), a public repository of structured organic reaction records. Task: describe an organic reaction: reactants, conditions, products, and yield Reactants: ClC1=C(C=C(C=C1)OC)C (1-chloro-4-methoxy-2-methylbenzene), C1CC(=O)N(C1=O)Br.CC(C)(C#N)N=NC(C)(C)C#N (NBS AIBN), [Br-] (bromide), C1(=CC=CC=C1)P(C1=CC=CC=C1)C1=CC=CC=C1 (triphenylphosphine). The solvent is C(Cl)Cl.C1=CC=CC=C1 (CH2Cl2 benzene). Run at time 4 hour. Yields the product [Br-].ClC1=C(C[P+](C2=CC=CC=C2)(C2=CC=CC=C2)C2=CC=CC=C2)C=C(C=C1)OC ((2-Chloro-5-methoxybenzyl)(triphenyl)phosphonium bromide). The yield is 76.0%. RXN SMILES: [Cl:1][C:2]1[CH:7]=[CH:6][C:5]([O:8][CH3:9])=[CH:4][C:3]=1[CH3:10].C1C(=O)N([Br:18])C(=O)C1.CC(N=NC(C#N)(C)C)(C#N)C.[Br-].[C:32]1([P:38]([C:45]2[CH:50]=[CH:49][CH:48]=[CH:47][CH:46]=2)[C:39]2[CH:44]=[CH:43][CH:42]=[CH:41][CH:40]=2)[CH:37]=[CH:36][CH:35]=[CH:34][CH:33]=1>C(Cl)Cl.C1C=CC=CC=1>[Br-:18].[Cl:1][C:2]1[CH:7]=[CH:6][C:5]([O:8][CH3:9])=[CH:4][C:3]=1[CH2:10][P+:38]([C:39]1[CH:40]=[CH:41][CH:42]=[CH:43][CH:44]=1)([C:45]1[CH:50]=[CH:49][CH:48]=[CH:47][CH:46]=1)[C:32]1[CH:33]=[CH:34][CH:35]=[CH:36][CH:37]=1 |f:1.2,5.6,7.8|. Procedure details: Bromination of 1-chloro-4-methoxy-2-methylbenzene with NBS/AIBN, followed by reaction of the crude bromide with triphenylphosphine, using the procedure described in example 102, except that the reaction time for the bromination was 4 h, gave the phosphonium salt (578) (76%) as a light brown solid, mp (CH2Cl2/benzene) 189–190.5° C. 1H NMR (CDCl3) δ 7.82–7.61 (m, 15H), 7.21 (t, J=2.8 Hz, 1H), 7.04 (dd, J=8.8, 0.8 Hz, 1H), 6.76 (dt, J=8.9, 2.7 Hz, 1H), 5.59 (d, J=14.4 Hz, 2H), 3.58 (s, 3H). Found: ... Reactants: CN1N=C(C=C1)NC(=O)C1=NC(=CC(=C1)B1OC(C(O1)(C)C)(C)C)C (6-Methyl-4-(4,4,5,5-tetramethyl-[1,3,2]dioxaborolan-2-yl)-pyridine-2-carboxylic acid (1-methyl-1H-pyrazol-3-yl)-amide), BrC1=CC(=NC=C1)C#N (4-Bromo-2-cyanopyridine). Product: CN1N=C(C=C1)NC(=O)C1=NC(=CC(=C1)C1=CC(=NC=C1)C#N)C (2′-Cyano-6-methyl-[4,4′]bipyridinyl-2-carboxylic acid (1-methyl-1H-pyrazol-3-yl)-amide). Reaction SMILES: [CH3:1][N:2]1[CH:6]=[CH:5][C:4]([NH:7][C:8]([C:10]2[CH:15]=[C:14](B3OC(C)(C)C(C)(C)O3)[CH:13]=[C:12]([CH3:25])[N:11]=2)=[O:9])=[N:3]1.Br[C:27]1[CH:32]=[CH:31][N:30]=[C:29]([C:33]#[N:34])[CH:28]=1>>[CH3:1][N:2]1[CH:6]=[CH:5][C:4]([NH:7][C:8]([C:10]2[CH:15]=[C:14]([C:27]3[CH:32]=[CH:31][N:30]=[C:29]([C:33]#[N:34])[CH:28]=3)[CH:13]=[C:12]([CH3:25])[N:11]=2)=[O:9])=[N:3]1. Reported procedure: The title compound, was prepared from 6-Methyl-4-(4,4,5,5-tetramethyl-[1,3,2]dioxaborolan-2-yl)-pyridine-2-carboxylic acid (1-methyl-1H-pyrazol-3-yl)-amide in accordance with the general method of example 131, step 2 using 4-Bromo-2-cyanopyridine instead of 3-Trifluoromethyl-5-bromopyridine to yield the final compound as a white solid, MS (ISP): m/e=319.2 (M+H)+. Starting materials: C(C1=CC=CC=C1)OC1=C(CN(CC)C2=CC=C(N=N2)C(=O)N)C=C(C=C1)Br (6-[N-(2-benzyloxy-5-bromobenzyl)-N-ethylamino]pyridazine-3-carboxamide), [OH-].[Na+] (sodium hydroxide), C(C)(C)O (isopropanol), C(=O)O (formic acid). Run in O (water), O (water). Conditions: temperature 70 celsius. The product is C(C1=CC=CC=C1)OC1=C(CN(CC)C2=CC=C(N=N2)C(=O)O)C=C(C=C1)Br (6-[N-(2-benzyloxy-5-bromobenzyl)-N-ethylamino]pyridazine-3-carboxylic acid). The yield is 97.2%. Reaction SMILES: [CH2:1]([O:8][C:9]1[CH:27]=[CH:26][C:25]([Br:28])=[CH:24][C:10]=1[CH2:11][N:12]([C:15]1[N:20]=[N:19][C:18]([C:21](N)=[O:22])=[CH:17][CH:16]=1)[CH2:13][CH3:14])[C:2]1[CH:7]=[CH:6][CH:5]=[CH:4][CH:3]=1.[OH-].[Na+].C([OH:34])(C)C.C(O)=O>O>[CH2:1]([O:8][C:9]1[CH:27]=[CH:26][C:25]([Br:28])=[CH:24][C:10]=1[CH2:11][N:12]([C:15]1[N:20]=[N:19][C:18]([C:21]([OH:22])=[O:34])=[CH:17][CH:16]=1)[CH2:13][CH3:14])[C:2]1[CH:3]=[CH:4][CH:5]=[CH:6][CH:7]=1 |f:1.2|. Procedure details: A mixture of 6-[N-(2-benzyloxy-5-bromobenzyl)-N-ethylamino]pyridazine-3-carboxamide (61.7 g), sodium hydroxide (28 g) and isopropanol (400 ml) was heated at reflux for 1 hour. The mixture was cooled to 70° C. and water (800 ml) was added over 30 minutes. The mixture was acidified to pH 3-4 with a solution of formic acid (41.5 ml) in water (200 ml) over 30 minutes, at 25°-30° C. The mixture was cooled to 10° C., the produce filtered off, washed with water and dried to give 6-[N-(2-benzyloxy-5-bro... Starting materials: C[O-].[Na+] (sodium methoxide), CO (methanol), ClC(Cl)(Cl)C(=O)C1(C=CC=N1)C1=CC=C(C=C1)Cl (5-(p-chlorophenyl)pyrrol-5-yl trichloromethyl ketone). Solvent: O (water). Reaction conditions: time 2 hour. Product: ClC1=CC=C(C=C1)C1=CC=C(N1)C(=O)OC (Methyl 5-(p-chlorophenyl)pyrrole-2-carboxylate). Reaction SMILES: [CH3:1][O-:2].[Na+].ClC(C([C:10]1([C:15]2[CH:20]=[CH:19][C:18]([Cl:21])=[CH:17][CH:16]=2)[N:14]=[CH:13][CH:12]=[CH:11]1)=O)(Cl)Cl.[CH3:22][OH:23]>O>[Cl:21][C:18]1[CH:17]=[CH:16][C:15]([C:10]2[NH:14][C:13]([C:1]([O:23][CH3:22])=[O:2])=[CH:12][CH:11]=2)=[CH:20][CH:19]=1 |f:0.1|. Procedure: A solution of sodium methoxide (12.73 mL of 4.38M solution in methanol, 0.0556 mol) in methanol is cooled with an ice bath, treated with 5-(p-chlorophenyl)pyrrol-5-yl trichloromethyl ketone (6.0 g, 0.0186 mol), stirred for two hours, diluted with water and filtered to obtain a solid. The solid is washed with water and dried overnight in a vacuum dessicator to give the title product as a tan solid (4.23 g, mp 177°-179° C.) which is identified by 1HNMR spectral analysis. Reactants: Cc1c(F)cccc1N(CC(C)(C)NC(=O)OC(C)(C)C)C(=O)CBr, CC(C)(C)[O-], [Cl-], [K+], [NH4+], C1CCOC1, O. Yields the product Cc1c(F)cccc1N1CC(C)(C)N(C(=O)OC(C)(C)C)CC1=O. RXN SMILES: [C:7]([CH3:8])([CH3:9])([CH3:10])[O:11][C:12]([NH:13][C:14]([CH2:15][N:16]([c:17]1[c:18]([CH3:24])[c:19]([F:23])[cH:20][cH:21][cH:22]1)[C:25]([CH2:26][Br:27])=[O:28])([CH3:29])[CH3:30])=[O:31].[CH3:1][C:2]([CH3:3])([O-:4])[CH3:5].[Cl-:32].[K+:6].[NH4+:33].[O:34]1[CH2:35][CH2:36][CH2:37][CH2:38]1.[OH2:39]>>[C:7]([CH3:8])([CH3:9])([CH3:10])[O:11][C:12]([N:13]1[C:14]([CH3:29])([CH3:30])[CH2:15][N:16]([c:17]2[c:18]([CH3:24])[c:19]([F:23])[cH:20][cH:21][cH:22]2)[C:25](=[O:28])[CH2:26]1)=[O:31].